The task is: describe an organic reaction: reactants, conditions, products, and yield. This data is from the Open Reaction Database (ORD), a public repository of structured organic reaction records. Reactants: C(C)OC(=O)C1=CN(C2=CC(=C(C=C2C1=O)CC1=C(C(=CC=C1)Cl)F)F)[C@@H](C(C)C)CO[Si](C)(C)C(C)(C)C (1-((S)-1-tert-butyldimethylsilyloxymethyl-2-methylpropyl)-6-(3-chloro-2-fluorobenzyl)-7-fluoro-4-oxo-1,4-dihydroquinoline-3-carboxylic acid ethyl ester), [OH-].[Na+] (sodium hydroxide). Solvent: C(C)(C)O (isopropanol). Reaction conditions: time 2 hour. The product is ClC=1C(=C(CC=2C=C3C(C(=CN(C3=CC2F)[C@@H](C(C)C)CO)C(=O)O)=O)C=CC1)F (6-(3-chloro-2-fluorobenzyl)-7-fluoro-1-((S)-1-hydroxymethyl-2-methylpropyl)-4-oxo-1,4-dihydroquinoline-3-carboxylic acid). Yield: 83.4%. As a reaction SMILES: C([O:3][C:4]([C:6]1[C:15](=[O:16])[C:14]2[C:9](=[CH:10][C:11]([F:26])=[C:12]([CH2:17][C:18]3[CH:23]=[CH:22][CH:21]=[C:20]([Cl:24])[C:19]=3[F:25])[CH:13]=2)[N:8]([C@H:27]([CH2:31][O:32][Si](C(C)(C)C)(C)C)[CH:28]([CH3:30])[CH3:29])[CH:7]=1)=[O:5])C.[OH-].[Na+]>C(O)(C)C>[Cl:24][C:20]1[C:19]([F:25])=[C:18]([CH:23]=[CH:22][CH:21]=1)[CH2:17][C:12]1[CH:13]=[C:14]2[C:9](=[CH:10][C:11]=1[F:26])[N:8]([C@H:27]([CH2:31][OH:32])[CH:28]([CH3:30])[CH3:29])[CH:7]=[C:6]([C:4]([OH:5])=[O:3])[C:15]2=[O:16] |f:1.2|. Procedure details: 1-((S)-1-tert-butyldimethylsilyloxymethyl-2-methylpropyl)-6-(3-chloro-2-fluorobenzyl)-7-fluoro-4-oxo-1,4-dihydroquinoline-3-carboxylic acid ethyl ester (19 g, 33 mmol) obtained in Example 1, Step 5 was dissolved in isopropanol (100 ml), 1N aqueous sodium hydroxide solution (200 ml, 200 mmol) was added, and the mixture was heated under reflux for 2.5 hr. The reaction mixture was allowed to cool to room temperature, and the mixture was filtered through Celite. The filtrate was acidified by adding ... The reactants are C(C)OC(C[C@@H](CCCC(C)C)C)=O (3(R),7-dimethyl octanoic acid ethyl ester), CO (methanol). Solvent: [OH-].[Na+] (NaOH). Yields the product C[C@@H](CC(=O)O)CCCC(C)C (3(R),7-dimethyloctanoic acid). Yield: 87.5%. As a reaction SMILES: C([O:3][C:4](=[O:14])[CH2:5][C@H:6]([CH3:13])[CH2:7][CH2:8][CH2:9][CH:10]([CH3:12])[CH3:11])C.CO>[OH-].[Na+]>[CH3:13][C@H:6]([CH2:7][CH2:8][CH2:9][CH:10]([CH3:12])[CH3:11])[CH2:5][C:4]([OH:14])=[O:3] |f:2.3|. Procedure details: 300 mg. of 3(R),7-dimethyl octanoic acid ethyl ester obtained from example 14 was refluxed in 6 N NaOH (1 ml.), methanol (4 ml.) for 2 hours. It was worked up as in Example 10 to give 226 mg. (87.5% yield) of R-(+)-dihydrocitronellic acid, b.p. 54°/0.4 mmHg. (Kugelrohr), [α]D25 +6.31° (c=5.069, CHCl3). As a reaction SMILES: [F:1][C:2]1[CH:7]=[CH:6][C:5]([Mg]Br)=[CH:4][CH:3]=1.[C:10](=[C:13]([C:19]([O:21][CH2:22][CH3:23])=[O:20])[C:14]([O:16][CH2:17][CH3:18])=[O:15])([CH3:12])C.Cl.[CH2:25](OCC)C>[Cu]I>[F:1][C:2]1[CH:7]=[CH:6][C:5]([CH:12]([CH3:25])[CH2:10][CH:13]([C:14]([O:16][CH2:17][CH3:18])=[O:15])[C:19]([O:21][CH2:22][CH3:23])=[O:20])=[CH:4][CH:3]=1. Procedure details: A mixture of 4-fluorophenylmagnesium bromide (82 ml of a 2N solution in ethyl ether, 0.164 mol, Aldrich) and copper(I) iodide (0.310 mg, 1.63 mmol, Aldrich) was stirred for 15 min at -10° C. while blanketed with a nitrogen atmosphere. To this mixture was added a solution of diethyl isopropylidenemalonate (29.6 g, 0.148 mol) in anhydrous diethyl ether (250 ml) in a thin stream with rapid stirring. The resulting solution was stirred at -10° C. for 2 h, at 25° C. for 30 min and then poured with rap... The reactants are C(C)(C)=C(C(=O)OCC)C(=O)OCC (diethyl isopropylidenemalonate), C(C)OCC (diethyl ether), FC1=CC=C(C=C1)[Mg]Br (4-fluorophenylmagnesium bromide), solution, C(C)OCC (ethyl ether), ice, Cl (hydrochloric acid). Yield: 59.0%. Reagents/catalysts: [Cu]I (copper(I) iodide). Yields the product FC1=CC=C(C=C1)C(CC(C(=O)OCC)C(=O)OCC)C (diethyl 2-(2-(4-fluorophenyl)-2-methylethyl)malonate). Run at temperature -10 celsius, time 15 minute. Starting materials: ( 19.9 ), C1=CC=CC=C1 (benzene), ClCC(=O)Cl (chloroacetyl chloride), C1=CC=CC=C1 (benzene), C1(=CC=CC2=CC=CC=C12)C1OCCN1 (2-α-naphthyl oxazolidine). The solvent is C(C)N(CC)CC (triethylamine). Run at time 30 minute. The product is C1(=CC=CC2=CC=CC=C12)C1OCCN1C(CCl)=O (2-α-naphthyl-3-chloroacetyl oxazolidine). Reaction SMILES: C1C=CC=CC=1.[C:7]1([CH:17]2[NH:21][CH2:20][CH2:19][O:18]2)[C:16]2[C:11](=[CH:12][CH:13]=[CH:14][CH:15]=2)[CH:10]=[CH:9][CH:8]=1.[Cl:22][CH2:23][C:24](Cl)=[O:25]>C(N(CC)CC)C>[C:7]1([CH:17]2[N:21]([C:24](=[O:25])[CH2:23][Cl:22])[CH2:20][CH2:19][O:18]2)[C:16]2[C:11](=[CH:12][CH:13]=[CH:14][CH:15]=2)[CH:10]=[CH:9][CH:8]=1. Reported procedure: Nineteen and nine tenths (19.9) ml. of a benzene solution containing 5 g. of 2-α-naphthyl oxazolidine was combined with 50 ml. of benzene and 2.8 g. of chloroacetyl chloride. To this was added 2.6 g. of triethylamine, dropwise with stirring in an ice bath. The mixture was stirred at room temperature for 30 minutes after addition was complete, washed with water, separated and dried over magnesium sulfate. The solvent was stripped under vacuum. There was obtained a yield of 6.7 g. of an oil, the t... Reaction SMILES: [C:16](=[O:17])([O-:18])[O-:19].[CH2:22]([CH3:23])[O:24][C:25]([CH2:26][Cl:27])=[O:28].[CH3:1][c:2]1[cH:3][cH:4][c:5]([S:6][c:7]2[cH:8][cH:9][c:10]([OH:13])[cH:11][cH:12]2)[cH:14][cH:15]1.[CH3:29][C:30]([CH2:31][CH3:32])=[O:33].[Hg:34].[K+:20].[K+:21]>>[CH3:1][c:2]1[cH:3][cH:4][c:5]([S:6][c:7]2[cH:8][cH:9][c:10]([O:13][CH2:26][C:25]([O:24][CH2:22][CH3:23])=[O:28])[cH:11][cH:12]2)[cH:14][cH:15]1. Reactants: O=C([O-])[O-], CCOC(=O)CCl, Cc1ccc(Sc2ccc(O)cc2)cc1, CCC(C)=O, [Hg], [K+], [K+]. Yields the product CCOC(=O)COc1ccc(Sc2ccc(C)cc2)cc1.